This data is from the Open Reaction Database (ORD), a public repository of structured organic reaction records. The task is: describe an organic reaction: reactants, conditions, products, and yield Reactants: ClC(Cl)Cl, O=S(=O)(O)Cl, Fc1ccc(-c2ccccc2)cc1. Reaction SMILES: [CH:19]([Cl:20])([Cl:21])[Cl:22].[Cl:14][S:15](=[O:16])(=[O:17])[OH:18].[F:1][c:2]1[cH:3][cH:4][c:5](-[c:8]2[cH:9][cH:10][cH:11][cH:12][cH:13]2)[cH:6][cH:7]1>>[F:1][c:2]1[cH:3][cH:4][c:5](-[c:8]2[cH:9][cH:10][cH:11][cH:12][c:13]2[S:15](=[O:16])(=[O:17])[OH:18])[cH:6][cH:7]1. The product is O=S(=O)(O)c1ccccc1-c1ccc(F)cc1. Reactants: CCOc1ccc(-c2nc(CCC(=O)c3ccccc3C(=O)O)cs2)cc1OCC, CCOC(C)=O, CI, [Na+], CN(C)C=O, O, O=C([O-])O. As a reaction SMILES: [CH2:8]([CH3:9])[O:10][c:11]1[cH:12][c:13](-[c:20]2[s:21][cH:22][c:23]([CH2:25][CH2:26][C:27](=[O:28])[c:29]3[c:30]([C:31](=[O:32])[OH:33])[cH:34][cH:35][cH:36][cH:37]3)[n:24]2)[cH:14][cH:15][c:16]1[O:17][CH2:18][CH3:19].[CH3:44][CH2:45][O:46][C:47](=[O:48])[CH3:49].[CH3:6][I:7].[Na+:1].[O:39]=[CH:40][N:41]([CH3:42])[CH3:43].[OH2:38].[OH:2][C:3](=[O:4])[O-:5]>>[CH3:3][O:33][C:31]([c:30]1[c:29]([C:27]([CH2:26][CH2:25][c:23]2[cH:22][s:21][c:20](-[c:13]3[cH:12][c:11]([O:10][CH2:8][CH3:9])[c:16]([O:17][CH2:18][CH3:19])[cH:15][cH:14]3)[n:24]2)=[O:28])[cH:37][cH:36][cH:35][cH:34]1)=[O:32]. Product: CCOc1ccc(-c2nc(CCC(=O)c3ccccc3C(=O)OC)cs2)cc1OCC. The reactants are CNCC1=CC=CC=C1 (N-methyl-N-benzylamine), CN1C(COC2=C1C=CC(=C2)CCCCBr)=O (4-methyl-7-(4-bromobutyl)-2,3-dihydro-3-oxo-1,4-benzoxazine). Run in O1CCOCC1 (dioxane). Product: CN1C(COC2=C1C=CC(=C2)CCCCN(CC2=CC=CC=C2)C)=O (4-METHYL-7-[4-(N-METHYL-N-BENZYLAMINO)BUTYL]-2,3-DIHYDRO-3-OXO-1,4-BENZOXAZINE). RXN SMILES: [CH3:1][NH:2][CH2:3][C:4]1[CH:9]=[CH:8][CH:7]=[CH:6][CH:5]=1.[CH3:10][N:11]1[C:16]2[CH:17]=[CH:18][C:19]([CH2:21][CH2:22][CH2:23][CH2:24]Br)=[CH:20][C:15]=2[O:14][CH2:13][C:12]1=[O:26]>O1CCOCC1>[CH3:10][N:11]1[C:16]2[CH:17]=[CH:18][C:19]([CH2:21][CH2:22][CH2:23][CH2:24][N:2]([CH3:1])[CH2:3][C:4]3[CH:9]=[CH:8][CH:7]=[CH:6][CH:5]=3)=[CH:20][C:15]=2[O:14][CH2:13][C:12]1=[O:26]. Procedure details: 0.04 mol of N-methyl-N-benzylamine and 0.02 mol of 4-methyl-7-(4-bromobutyl)-2,3-dihydro-3-oxo-1,4-benzoxazine, the latter being dissolved beforehand in 120 cm3 of dioxane, are introduced into a 100-cm3 ground-necked flask fitted with a reflux condenser. The mixture is heated to reflux for 96 hours with magnetic stirring. After cooling, the reaction mixture is filtered and the filtrate is then evaporated on a water bath under vacuum. The residue is taken up with 50 cm3 and alkalinized with 10 cm...